From a dataset of the Open Reaction Database (ORD), a public repository of structured organic reaction records. describe an organic reaction: reactants, conditions, products, and yield Reactants: O=C([O-])[O-], CI, CCOC(C)=O, [K+], [K+], CCC(C)(C)c1ccc(O)c(N)c1, CN(C)C=O. The product is CCC(C)(C)c1ccc(O)c(NC)c1. Reaction SMILES: [C:14](=[O:15])([O-:16])[O-:17].[CH3:20][I:21].[CH3:27][CH2:28][O:29][C:30]([CH3:31])=[O:32].[K+:18].[K+:19].[NH2:1][c:2]1[c:3]([OH:13])[cH:4][cH:5][c:6]([C:8]([CH3:9])([CH3:10])[CH2:11][CH3:12])[cH:7]1.[O:22]=[CH:23][N:24]([CH3:25])[CH3:26]>>[NH:1]([c:2]1[c:3]([OH:13])[cH:4][cH:5][c:6]([C:8]([CH3:9])([CH3:10])[CH2:11][CH3:12])[cH:7]1)[CH3:14]. Starting materials: CN1C(CCC1)=O (N-methylpyrrolidone), C(C)(C)(C)NC1=C(C(=NC(=C1F)F)F)F (4-(t-butylamino)-2,3,5,6-tetrafluoropyridine), C(C1=CC=CC=C1)N (benzylamine). Run in C(Cl)(Cl)Cl (chloroform). Run at temperature 115 celsius, time 1 day. Product: C(C1=CC=CC=C1)NC1=NC(=C(C(=C1F)NC(C)(C)C)F)F (2-benzylamino-4-(t-butylamino)-3,5,6-trifluoropyridine). The yield is 84.5%. Reaction SMILES: CN1CCCC1=O.[C:8]([NH:12][C:13]1[C:18]([F:19])=[C:17]([F:20])[N:16]=[C:15](F)[C:14]=1[F:22])([CH3:11])([CH3:10])[CH3:9].[CH2:23]([NH2:30])[C:24]1[CH:29]=[CH:28][CH:27]=[CH:26][CH:25]=1>C(Cl)(Cl)Cl>[CH2:23]([NH:30][C:15]1[C:14]([F:22])=[C:13]([NH:12][C:8]([CH3:9])([CH3:10])[CH3:11])[C:18]([F:19])=[C:17]([F:20])[N:16]=1)[C:24]1[CH:29]=[CH:28][CH:27]=[CH:26][CH:25]=1. Procedure: To 10 ml of N-methylpyrrolidone were added 6.8 g of 4-(t-butylamino)-2,3,5,6-tetrafluoropyridine together with 7.2 g of benzylamine, and the mixture was stirred at 115° C. for one day and allowed to cool. After adding 40 ml of chloroform, the mixture was washed three times with 400 ml of distilled water. The chloroform layer was dried over anhydrous magnesium sulfate and concentrated under reduced pressure to obtain about 8.0 g of the title compound as a dark green crude oil. Solvent: C(C(C)C)C(=O)C (methyl isobutyl ketone). Procedure details: A mixture containing 12.7 g of 2-[bis(4-fluorophenyl)methoxy]ethyl chloride, 8.6 g of 1-[bis(4-fluorophenyl)methyl]piperazine, 6.2 g of powdered anhydrous potassium carbonate and 0.5 g of potassium iodide in 90ml of methyl isobutyl ketone is refluxed for 20 hours while stirring. Aftercooling down, the mixture is evaporated under reduced pressure and water and ethyl ether are added to the residue. The ethereal phase is washed with water, dried over anhydrous magnesium sulfate and evaporated. The ... Starting materials: FC1=CC=C(C=C1)C(OCCCl)C1=CC=C(C=C1)F (2-[bis(4-fluorophenyl)methoxy]ethyl chloride), FC1=CC=C(C=C1)C(N1CCNCC1)C1=CC=C(C=C1)F (1-[bis(4-fluorophenyl)methyl]piperazine), C([O-])([O-])=O.[K+].[K+] (potassium carbonate), [I-].[K+] (potassium iodide). The product is FC1=CC=C(C=C1)C(OCCN1CCN(CC1)C(C1=CC=C(C=C1)F)C1=CC=C(C=C1)F)C1=CC=C(C=C1)F (1-[2-[bis(4-fluorophenyl)methoxy]ethyl]-4-[bis(4-fluorophenyl)methyl]piperazine). RXN SMILES: [F:1][C:2]1[CH:7]=[CH:6][C:5]([CH:8]([C:13]2[CH:18]=[CH:17][C:16]([F:19])=[CH:15][CH:14]=2)[O:9][CH2:10][CH2:11]Cl)=[CH:4][CH:3]=1.[F:20][C:21]1[CH:26]=[CH:25][C:24]([CH:27]([C:34]2[CH:39]=[CH:38][C:37]([F:40])=[CH:36][CH:35]=2)[N:28]2[CH2:33][CH2:32][NH:31][CH2:30][CH2:29]2)=[CH:23][CH:22]=1.C(=O)([O-])[O-].[K+].[K+].[I-].[K+]>C(C(C)=O)C(C)C>[F:1][C:2]1[CH:7]=[CH:6][C:5]([CH:8]([C:13]2[CH:18]=[CH:17][C:16]([F:19])=[CH:15][CH:14]=2)[O:9][CH2:10][CH2:11][N:31]2[CH2:30][CH2:29][N:28]([CH:27]([C:34]3[CH:39]=[CH:38][C:37]([F:40])=[CH:36][CH:35]=3)[C:24]3[CH:23]=[CH:22][C:21]([F:20])=[CH:26][CH:25]=3)[CH2:33][CH2:32]2)=[CH:4][CH:3]=1 |f:2.3.4,5.6|. Starting materials: FC=1C=C(C=CC1SC)CO ([3-fluoro-4-(methylsulfanyl)phenyl]methanol), C(Br)(Br)(Br)Br (carbon tetrabromide), C1(=CC=CC=C1)P(C1=CC=CC=C1)C1=CC=CC=C1 (triphenylphosphine). The solvent is C(Cl)Cl (CH2Cl2). Reaction conditions: time 1 hour. Yields the product BrCC1=CC(=C(C=C1)SC)F (4-(Bromomethyl)-2-fluoro-1-(methylsulfanyl)benzene). The yield is 99.0%. RXN SMILES: [F:1][C:2]1[CH:3]=[C:4]([CH2:10]O)[CH:5]=[CH:6][C:7]=1[S:8][CH3:9].C(Br)(Br)(Br)[Br:13].C1(P(C2C=CC=CC=2)C2C=CC=CC=2)C=CC=CC=1>C(Cl)Cl>[Br:13][CH2:10][C:4]1[CH:5]=[CH:6][C:7]([S:8][CH3:9])=[C:2]([F:1])[CH:3]=1. Procedure: The mixture of [3-fluoro-4-(methylsulfanyl)phenyl]methanol (9.00 g, 52.26 mmol) and carbon tetrabromide (19.06 g, 57.49 mmol) in CH2Cl2 (200 mL) was added triphenylphosphine (15.08 g, 57.49 mmol) at 0° C. After 1 hour, the mixture was concentrated in vacuo. The residue was purified by flash chromatography on silica gel eluting with ethyl acetate/hexane (1/10) to provide the subtitle compound (12.16 g, 94% yield) as an oil.